From a dataset of the Open Reaction Database (ORD), a public repository of structured organic reaction records. describe an organic reaction: reactants, conditions, products, and yield Reactants: IC=1C=C(C=CC1)CCCCCCCCCCCC(=O)O (12-m-iodophenyldodecanoic acid), two-necked. Solvent: C1CCOC1 (THF), C1CCOC1 (THF). Run at time 20 hour. Product: compound 8, IC=1C=C(C=CC1)CCCCCCCCCCCCO (12-m-iodophenyldodecanol). The yield is 98.5%. As a reaction SMILES: [I:1][C:2]1[CH:3]=[C:4]([CH2:8][CH2:9][CH2:10][CH2:11][CH2:12][CH2:13][CH2:14][CH2:15][CH2:16][CH2:17][CH2:18][C:19](O)=[O:20])[CH:5]=[CH:6][CH:7]=1>C1COCC1>[I:1][C:2]1[CH:3]=[C:4]([CH2:8][CH2:9][CH2:10][CH2:11][CH2:12][CH2:13][CH2:14][CH2:15][CH2:16][CH2:17][CH2:18][CH2:19][OH:20])[CH:5]=[CH:6][CH:7]=1. Procedure details: Anhydrous THF (20 ml) was added to a flame-dried 100 ml two-necked flask containing 12-m-iodophenyldodecanoic acid (3.30 g, 8.21 mmol). The solution was cooled in an ice bath before BH3 -THF (15.0 ml, 1M) was added dropwise. The reaction mixture was allowed to warm to room temperature and to stir under anhydrous conditions for 20 hours. The reaction mixture was again cooled to 0° C. and quenched with H2O. Ether and additional H2O were then added. The ether layer was extracted with H2O, sat. NaHC... Starting materials: C(C(C(CC=C)O)O)O (5-Hexene-1,2,3-triol), N1C=NC=C1 (imidazole), [Si](C1=CC=CC=C1)(C1=CC=CC=C1)(C(C)(C)C)Cl (t-butyl diphenylsilyl chloride). Run in C(Cl)Cl.CN(C=O)C (methylene chloride N,N-dimethylformamide), C(C)OCC (diethyl ether). Reaction conditions: time 16 hour. The product is CC(C)(C)[Si](OCC(C(CC=C)O)O)(C1=CC=CC=C1)C1=CC=CC=C1 (1-[[(1,1-dimethylethyl)diphenylsilyl]oxy]-5-hexene-2,3-diol). The yield is 73.0%. As a reaction SMILES: [CH2:1]([OH:9])[CH:2]([OH:8])[CH:3]([OH:7])[CH2:4][CH:5]=[CH2:6].N1C=CN=C1.[Si:15](Cl)([C:28]([CH3:31])([CH3:30])[CH3:29])([C:22]1[CH:27]=[CH:26][CH:25]=[CH:24][CH:23]=1)[C:16]1[CH:21]=[CH:20][CH:19]=[CH:18][CH:17]=1>C(Cl)Cl.CN(C)C=O.C(OCC)C>[CH3:31][C:28]([Si:15]([C:22]1[CH:27]=[CH:26][CH:25]=[CH:24][CH:23]=1)([C:16]1[CH:17]=[CH:18][CH:19]=[CH:20][CH:21]=1)[O:9][CH2:1][CH:2]([OH:8])[CH:3]([OH:7])[CH2:4][CH:5]=[CH2:6])([CH3:29])[CH3:30] |f:3.4|. Procedure: A 0° C. solution of 7.33 g of product from Example 273 in 120 ml of 5:1 dry methylene chloride/N,N-dimethylformamide is treated with 5.29 g of imidazole and 16.77 g of t-butyl diphenylsilyl chloride. The reaction mixture is warmed to room temperature and stirred vigorously for 16 hours, diluted with diethyl ether and filtered. The filtrate is concentrated and purified by chromatography (Silica Gel: 0-50% ethyl acetate/hexane) to give 15 g of the desired product. Product: COc1ccc(-c2nc(C)cc(N3CCN(C(c4ccccc4)c4ccccc4)CC3)n2)cc1. RXN SMILES: [C:36](=[O:37])([O-:38])[O-:39].[CH3:42][N:43]([CH3:44])[CH:45]=[O:46].[Cl:1][c:2]1[n:3][c:4](-[c:9]2[cH:10][cH:11][c:12]([O:15][CH3:16])[cH:13][cH:14]2)[n:5][c:6]([CH3:8])[cH:7]1.[K+:40].[K+:41].[c:17]1([CH:23]([N:24]2[CH2:25][CH2:26][NH:27][CH2:28][CH2:29]2)[c:30]2[cH:31][cH:32][cH:33][cH:34][cH:35]2)[cH:18][cH:19][cH:20][cH:21][cH:22]1>>[c:2]1([N:27]2[CH2:26][CH2:25][N:24]([CH:23]([c:17]3[cH:18][cH:19][cH:20][cH:21][cH:22]3)[c:30]3[cH:31][cH:32][cH:33][cH:34][cH:35]3)[CH2:29][CH2:28]2)[n:3][c:4](-[c:9]2[cH:10][cH:11][c:12]([O:15][CH3:16])[cH:13][cH:14]2)[n:5][c:6]([CH3:8])[cH:7]1. Starting materials: O=C([O-])[O-], CN(C)C=O, COc1ccc(-c2nc(C)cc(Cl)n2)cc1, [K+], [K+], c1ccc(C(c2ccccc2)N2CCNCC2)cc1.